Dataset: the Open Reaction Database (ORD), a public repository of structured organic reaction records. Task: describe an organic reaction: reactants, conditions, products, and yield Reactants: Cc1cc(CBr)nc(C)c1Br, C[O-], CO, CC(C)[N+](=O)[O-], [Na+]. The product is Cc1cc(C=O)nc(C)c1Br. RXN SMILES: [Br:10][c:11]1[c:12]([CH3:20])[n:13][c:14]([CH2:18][Br:19])[cH:15][c:16]1[CH3:17].[CH3:1][O-:2].[CH3:21][OH:22].[CH3:4][CH:5]([N+:6](=[O:7])[O-:8])[CH3:9].[Na+:3]>>[O:8]=[CH:18][c:14]1[n:13][c:12]([CH3:20])[c:11]([Br:10])[c:16]([CH3:17])[cH:15]1. Reactants: COC(C)NC(C)=O (N-α-methoxy-ethyl acetamide), COC(C)NC(C)=O (N-α-methoxy-ethyl acetamide), stainless steel. Solvent: C(=O)=O.CC(=O)C (CO2 acetone), ice water. Run at temperature 580 celsius. The product is COC(C)NC(C)=O (N-α-methoxy-ethyl acetamide), residue, C(=C)NC(C)=O (N-vinyl acetamide). Reaction SMILES: [CH3:1][O:2][CH:3]([NH:5][C:6](=[O:8])[CH3:7])[CH3:4]>C(=O)=O.CC(C)=O>[CH3:1][O:2][CH:3]([NH:5][C:6](=[O:8])[CH3:7])[CH3:4].[CH:6]([NH:5][C:3](=[O:2])[CH3:4])=[CH2:7] |f:1.2|. Procedure: The pyrolysis apparatus consisted of a 250 ml 3-neck flask for vaporization immersed in an oil bath at 150° (fitted with a nitrogen inlet, a dropping funnel, a magnetic stirrer and an outlet to the pyrolysis tube); a quartz (20 inch×1inch) pyrolysis tube (packed with stainless steel shavings and heated to 580° C. with a heating tape); and two traps, the first in ice-water and the second in CO2 acetone. The internal pressure was 7-10 mm and the internal nitrogen flow was ~1 liter/min. (~10 ml/min... Starting materials: C(C)(=O)OCC (ethyl acetate), SC=1NC2=C(N1)C=CC(=C2)OC (2-mercapto-5-methoxybenzimidazole), C([O-])([O-])=O.[K+].[K+] (potassium carbonate), Cl.ClCCN1C(CCCC1(C)C)(C)C (1-(2-chloroethyl)-2,2,6,6-tetramethylpiperidine hydrochloride). The solvent is O (water), CN(C=O)C (N,N-dimethylformamide). Conditions: time 4.5 hour. Yields the product COC1=CC2=C(N=C(N2)SCCN2C(CCCC2(C)C)(C)C)C=C1 (5-Methoxy-2-[2-(2,2,6,6-tetramethylpiperidin-1-yl)ethylthio]benzimidazole). The yield is 80.0%. Reaction SMILES: [SH:1][C:2]1[NH:3][C:4]2[CH:10]=[C:9]([O:11][CH3:12])[CH:8]=[CH:7][C:5]=2[N:6]=1.C(=O)([O-])[O-].[K+].[K+].Cl.Cl[CH2:21][CH2:22][N:23]1[C:28]([CH3:30])([CH3:29])[CH2:27][CH2:26][CH2:25][C:24]1([CH3:32])[CH3:31].C(OCC)(=O)C>CN(C)C=O.O>[CH3:12][O:11][C:9]1[CH:8]=[CH:7][C:5]2[N:6]=[C:2]([S:1][CH2:21][CH2:22][N:23]3[C:28]([CH3:30])([CH3:29])[CH2:27][CH2:26][CH2:25][C:24]3([CH3:31])[CH3:32])[NH:3][C:4]=2[CH:10]=1 |f:1.2.3,4.5|. Reported procedure: In 15 ml of N,N-dimethylformamide was dissolved 810 mg of 2-mercapto-5-methoxybenzimidazole, and 933 mg of potassium carbonate and 1.62 g of 1-(2-chloroethyl)-2,2,6,6-tetramethylpiperidine hydrochloride were added to the solution, followed by stirring at 65° to 70° C. for 4.5 hours. After completion of the reaction, 200 ml of ethyl acetate and 70 ml of water were added to the reaction mixture, and the thus extracted ethyl acetate layer was washed successively with a diluted sodium hydrogencarbon... The solvent is ClCCl (dichloromethane). As a reaction SMILES: [C:1]([C:3]1[CH:4]=[CH:5][C:6]2[O:11][C:10]([CH3:13])([CH3:12])[CH2:9][CH:8]([C:14]3[N:19]=[CH:18][C:17]([C:20]([O:22][CH3:23])=[O:21])=[CH:16][CH:15]=3)[C:7]=2[CH:24]=1)#[N:2].ClC1C=CC=C(C(OO)=[O:33])C=1>ClCCl>[C:1]([C:3]1[CH:4]=[CH:5][C:6]2[O:11][C:10]([CH3:13])([CH3:12])[CH2:9][CH:8]([C:14]3[CH:15]=[CH:16][C:17]([C:20]([O:22][CH3:23])=[O:21])=[CH:18][N+:19]=3[O-:33])[C:7]=2[CH:24]=1)#[N:2]. Reaction conditions: time 8 hour. The reactants are C(#N)C=1C=CC2=C(C(CC(O2)(C)C)C2=CC=C(C=N2)C(=O)OC)C1 (methyl 6-(6-cyano-3,4-dihydro-2,2-dimethyl-2H-1-benzopyran-4-yl)-3-pyridinecarboxylate), ClC1=CC(=CC=C1)C(=O)OO (m-chloroperbenzoic acid). Product: C(#N)C=1C=CC2=C(C(CC(O2)(C)C)C2=[N+](C=C(C=C2)C(=O)OC)[O-])C1 (2-(6-cyano-3,4-dihydro-2,2-dimethyl-2H-1-benzopyran-4-yl)-5-(methoxycarbonyl)pyridine N-oxide). Isolated yield 24.1%. Reported procedure: 237 mg of methyl 6-(6-cyano-3,4-dihydro-2,2-dimethyl-2H-1-benzopyran-4-yl)-3-pyridinecarboxylate were dissolved in 30 ml of dichloromethane and 180 mg of m-chloroperbenzoic acid were added. The mixture was stirred at room temperature overnight and then washed in succession with sodium bisulphite solution, sodium bicarbonate solution and water, dried over sodium sulphate and evaporated. The resulting oil was triturated with diethyl ether to give a solid which was recrystallized from t-butyl methy... Starting materials: C1(CC1)CCNC(=O)C=1N=NC(=CC1)N1CCC(CC1)C(C1=CC=C(C=C1)F)=O (6-[4-(4-fluorobenzoyl)piperidin-1-yl]pyridazine-3-carboxylic acid (2-cyclopropylethyl)amide), [H-].[Na+] (sodium hydride), CI (methyl iodide). Run in C1CCOC1 (THF). Reaction conditions: time 8 hour. The product is C1(CC1)CCN(C(=O)C=1N=NC(=CC1)N1CCC(CC1)C(C1=CC=C(C=C1)F)=O)C (6-[4-(4-FLUOROBENZOYL)PIPERIDIN-1-YL]PYRIDAZINE-3-CARBOXYLIC ACID (2-CYCLOPROPYLETHYL)METHYLAMIDE). Yield: 52.0%. RXN SMILES: [CH:1]1([CH2:4][CH2:5][NH:6][C:7]([C:9]2[N:10]=[N:11][C:12]([N:15]3[CH2:20][CH2:19][CH:18]([C:21](=[O:29])[C:22]4[CH:27]=[CH:26][C:25]([F:28])=[CH:24][CH:23]=4)[CH2:17][CH2:16]3)=[CH:13][CH:14]=2)=[O:8])[CH2:3][CH2:2]1.[H-].[Na+].[CH3:32]I>C1COCC1>[CH:1]1([CH2:4][CH2:5][N:6]([CH3:32])[C:7]([C:9]2[N:10]=[N:11][C:12]([N:15]3[CH2:16][CH2:17][CH:18]([C:21](=[O:29])[C:22]4[CH:27]=[CH:26][C:25]([F:28])=[CH:24][CH:23]=4)[CH2:19][CH2:20]3)=[CH:13][CH:14]=2)=[O:8])[CH2:2][CH2:3]1 |f:1.2|. Procedure: To a mixture of 6-[4-(4-fluorobenzoyl)piperidin-1-yl]pyridazine-3-carboxylic acid (2-cyclopropylethyl)amide (0.075 g, 0.189 mmol) and sodium hydride (0.009 g, 60% in mineral oil) in THF (15 mL) was added methyl iodide (0.134 g, 0.945 mmol) at 0° C. The reaction mixture was stirred at ambient temperature overnight, then concentrated in vacuo. The residue was diluted with water and then extracted with ethyl acetate. The organic layer was dried, concentrated and purified by column chromatography to... The reactants are B(Br)(Br)Br (Boron tribromide), ClCCl (dichloromethane), FC=1C=C2CCC(C2=CC1OC)CCNC(CC)=O (N-[2-(5-fluoro-6-methoxyindan-1-yl)ethyl]propionamide). The solvent is O (water). Conditions: time 2 hour. Product: FC=1C=C2CCC(C2=CC1O)CCNC(CC)=O (N-[2-(5-fluoro-6-hydroxyindan-1-yl)ethyl]propionamide). The yield is 92.7%. Reaction SMILES: B(Br)(Br)Br.ClCCl.[F:8][C:9]1[CH:10]=[C:11]2[C:15](=[CH:16][C:17]=1[O:18]C)[CH:14]([CH2:20][CH2:21][NH:22][C:23](=[O:26])[CH2:24][CH3:25])[CH2:13][CH2:12]2>O>[F:8][C:9]1[CH:10]=[C:11]2[C:15](=[CH:16][C:17]=1[OH:18])[CH:14]([CH2:20][CH2:21][NH:22][C:23](=[O:26])[CH2:24][CH3:25])[CH2:13][CH2:12]2. Procedure: Boron tribromide (7.9 g, 31.5 mmols) was gradually and dropwise added to a dichloromethane (100 ml) solution of N-[2-(5-fluoro-6-methoxyindan-1-yl)ethyl]propionamide (4.18 g, 15.8 mmols) while cooling with ice. After having been stirred for 2 hours while still cooling with ice, the reaction mixture was poured into water containing ice and then stirred at room temperature for 3 hours, and the organic substance was extracted with ethyl acetate. The extract was washed with a saturated saline soluti... Starting materials: OO (hydrogen peroxide), CC1=NOC(=C1C1=CC=C2C=3N(C(COC31)C3=NC=CC=C3)C(N2)=O)C (7-(3,5-Dimethylisoxazol-4-yl)-4-pyridin-2-yl-4,5-dihydroimidazo[1,5,4-de][1,4]benzoxazin-2(1H)-one). The reagents and catalysts are C[Re](=O)(=O)=O (Methyltrioxorhenium(VII)). Run in O (water), O (water), CCOC(=O)C (EtOAc), O1CCCC1 (tetrahydrofuran). Run at temperature 80 celsius. The product is CC1=NOC(=C1C1=CC=C2C=3N(C(COC31)C3=[N+](C=CC=C3)[O-])C(N2)=O)C (7-(3,5-Dimethylisoxazol-4-yl)-4-(1-oxidopyridin-2-yl)-4,5-dihydroimidazo[1,5,4-de][1,4]benzoxazin-2(1H)-one), solid. The yield is 30.0%. Reaction SMILES: [CH3:1][C:2]1[C:6]([C:7]2[C:16]3[O:15][CH2:14][CH:13]([C:17]4[CH:22]=[CH:21][CH:20]=[CH:19][N:18]=4)[N:12]4[C:23](=[O:25])[NH:24][C:10]([C:11]=34)=[CH:9][CH:8]=2)=[C:5]([CH3:26])[O:4][N:3]=1.[OH:27]O>O1CCCC1.O.CCOC(C)=O.C[Re](=O)(=O)=O>[CH3:1][C:2]1[C:6]([C:7]2[C:16]3[O:15][CH2:14][CH:13]([C:17]4[CH:22]=[CH:21][CH:20]=[CH:19][N+:18]=4[O-:27])[N:12]4[C:23](=[O:25])[NH:24][C:10]([C:11]=34)=[CH:9][CH:8]=2)=[C:5]([CH3:26])[O:4][N:3]=1. Reported procedure: Methyltrioxorhenium(VII) (2 mg, 0.008 mmol) was added to a solution of 7-(3,5-dimethylisoxazol-4-yl)-4-pyridin-2-yl-4,5-dihydroimidazo[1,5,4-de][1,4]benzoxazin-2(1H)-one (20 mg, 0.06 mmol) from Example 15, in tetrahydrofuran (2 mL) at room temperature and then 3.0 M hydrogen peroxide in water (0.04 mL) was added. The reaction mixture was heated to 80° C. for 20 min. allowed to cool and was diluted with water and EtOAc. The combined organic layers were washed with brine, dried over MgSO4, filtere...